From a dataset of the Open Reaction Database (ORD), a public repository of structured organic reaction records. describe an organic reaction: reactants, conditions, products, and yield The reactants are [OH-].[Na+] (sodium hydroxide), N1(CCCCC1)C1=C(C=CC=C1)C(C)C(C1=CC=C(C=O)C=C1)C(=O)N (4-[(1-(2-piperidinophenyl)-ethyl)-aminocarbonylmethyl]-benzaldehyde). Reagents/catalysts: [Ag]=O (silver oxide). Product: N1(CCCCC1)C1=C(C=CC=C1)C(C)C(C1=CC=C(C(=O)O)C=C1)C(=O)N (4-[(1-(2-Piperidino-phenyl)-1-ethyl)-aminocarbonylmethyl]-benzoic acid). As a reaction SMILES: [N:1]1([C:7]2[CH:12]=[CH:11][CH:10]=[CH:9][C:8]=2[CH:13]([CH:15]([C:24]([NH2:26])=[O:25])[C:16]2[CH:23]=[CH:22][C:19]([CH:20]=[O:21])=[CH:18][CH:17]=2)[CH3:14])[CH2:6][CH2:5][CH2:4][CH2:3][CH2:2]1.[OH-:27].[Na+]>[Ag]=O>[N:1]1([C:7]2[CH:12]=[CH:11][CH:10]=[CH:9][C:8]=2[CH:13]([CH:15]([C:24]([NH2:26])=[O:25])[C:16]2[CH:17]=[CH:18][C:19]([C:20]([OH:27])=[O:21])=[CH:22][CH:23]=2)[CH3:14])[CH2:2][CH2:3][CH2:4][CH2:5][CH2:6]1 |f:1.2|. Procedure details: The above compound was prepared from 4-[(1-(2-piperidinophenyl)-ethyl)-aminocarbonylmethyl]-benzaldehyde by heating with silver oxide in the presence of 1N sodium hydroxide solution for 20 minutes in a steam bath, subsequent acidification with 2N sulfuric acid at a pH of 5, extraction with ethyl acetate, and purification by column chromatography on silica gel (toluene/acetone=1:1). The reactants are C1COCCO1, COC(=O)c1cc(Br)cc(C)c1OC1CCC1, CO, CO, ClCCl, [Li+], [OH-], O. Yields the product Cc1cc(Br)cc(C(=O)O)c1OC1CCC1. As a reaction SMILES: [CH2:18]1[O:19][CH2:20][CH2:21][O:22][CH2:23]1.[CH3:1][O:2][C:3]([c:4]1[c:5]([O:12][CH:13]2[CH2:14][CH2:15][CH2:16]2)[c:6]([CH3:11])[cH:7][c:8]([Br:10])[cH:9]1)=[O:17].[CH3:24][OH:25].[CH3:28][OH:29].[Cl:30][CH2:31][Cl:32].[Li+:27].[OH-:26].[OH2:33]>>[O:2]=[C:3]([c:4]1[c:5]([O:12][CH:13]2[CH2:14][CH2:15][CH2:16]2)[c:6]([CH3:11])[cH:7][c:8]([Br:10])[cH:9]1)[OH:17]. Starting materials: O(C1=CC=CC=C1)C1=CC=C(C(=O)O)C=C1 (4-phenoxybenzoic acid), C(=O)(N1C=NC=C1)N1C=NC=C1 (1,1′-carbonylbis-1H-imidazole), Cl (hydrochloric acid), [Mg+].C(CC(=O)[O-])(=O)OCC (monoethyl malonate magnesium salt). Run in O1CCCC1 (tetrahydrofuran), O (water), C(C)(=O)OCC (Ethyl acetate). Run at time 30 minute. The product is O=C(CC(=O)OCC)C1=CC=C(C=C1)OC1=CC=CC=C1 (ethyl 3-oxo-3-(4-phenoxyphenyl)propionate). Isolated yield 169.3%. As a reaction SMILES: [O:1]([C:8]1[CH:16]=[CH:15][C:11]([C:12]([OH:14])=O)=[CH:10][CH:9]=1)[C:2]1[CH:7]=[CH:6][CH:5]=[CH:4][CH:3]=1.C(N1C=CN=C1)(N1C=CN=C1)=O.[Mg+].[C:30]([O:36][CH2:37][CH3:38])(=[O:35])[CH2:31]C([O-])=O.Cl>O1CCCC1.O.C(OCC)(=O)C>[O:14]=[C:12]([C:11]1[CH:10]=[CH:9][C:8]([O:1][C:2]2[CH:3]=[CH:4][CH:5]=[CH:6][CH:7]=2)=[CH:16][CH:15]=1)[CH2:31][C:30]([O:36][CH2:37][CH3:38])=[O:35] |f:2.3|. Reported procedure: To a solution of 4-phenoxybenzoic acid (10.4 g, 48.7 mmol) in tetrahydrofuran (150 ml) was added 1,1′-carbonylbis-1H-imidazole (8.68 g, 53.6 mmol), and the mixture was stirred at room temperature for 30 min. To the reaction solution was added monoethyl malonate magnesium salt (7.67 g, 26.8 mmol), and the mixture was stirred at room temperature for 2 hrs. Ethyl acetate (50 ml) and water (50 ml) were added to the reaction solution and conc. hydrochloric acid was added until the aqueous layer showe... As a reaction SMILES: [C:1]([O:5][CH:6]([O:8][CH2:9][CH3:10])[CH3:7])(=[O:4])[CH:2]=[CH2:3].[C:11]([O:16][CH2:17][C:18]1[CH:23]=[CH:22][CH:21]=[CH:20][CH:19]=1)(=[O:15])[C:12]([CH3:14])=[CH2:13].[C:24]([O:29][CH2:30][CH2:31][OH:32])(=[O:28])[C:25]([CH3:27])=[CH2:26].N(C(C)(CC)C([O-])=O)=NC(C)(CC)C([O-])=O>CCCCCCC.C(C(C)=O)C(C)C>[C:1]([O:5][CH:6]([O:8][CH2:9][CH3:10])[CH3:7])(=[O:4])[CH:2]=[CH2:3].[C:11]([O:16][CH2:17][C:18]1[CH:19]=[CH:20][CH:21]=[CH:22][CH:23]=1)(=[O:15])[C:12]([CH3:14])=[CH2:13].[C:24]([O:29][CH2:30][CH2:31][OH:32])(=[O:28])[C:25]([CH3:27])=[CH2:26].[C:6]([O:8][CH:9]([CH3:10])[CH2:11][O:16][CH3:17])(=[O:5])[CH3:7] |f:6.7.8|. Run in C(C(C)C)C(=O)C (methyl isobutyl ketone), CCCCCCC (heptane). The product is C(C=C)(=O)OC(C)OCC.C(C(=C)C)(=O)OCC1=CC=CC=C1.C(C(=C)C)(=O)OCCO (1-ethoxyethyl acrylate benzyl methacrylate 2-hydroxyethyl methacrylate), C(C)(=O)OC(COC)C (propylene glycol monomethyl ether acetate). Reactants: N(=NC(C(=O)[O-])(CC)C)C(C(=O)[O-])(CC)C (2,2′-azobis(methyl 2-methylpropionate)), C(C=C)(=O)OC(C)OCC (1-ethoxyethyl acrylate), C(C(=C)C)(=O)OCC1=CC=CC=C1 (benzyl methacrylate), C(C(=C)C)(=O)OCCO (2-hydroxyethyl methacrylate). Conditions: time 6 hour. Procedure: Into a 500 ml-volume three-neck flask, 51.9 g (0.36 mol) of 1-ethoxyethyl acrylate, 31.7 g (0.18 mol) of benzyl methacrylate, 7.8 g (0.06 mol) of 2-hydroxyethyl methacrylate and 300 ml of methyl isobutyl ketone were charged. A catalytic amount of 2,2′-azobis(methyl 2-methylpropionate) was added thereto as a radical polymerization initiator, and polymerization was allowed to proceed at 80° C. for 6 hours in a nitrogen stream. The reaction solution was cooled and then poured in a large amount of h... Starting materials: CC1=C(CN=C=O)C=CC=C1 (2-methylbenzyl isocyanate), NC1=NC=NC2=CC(=C(C=C12)OC)OCC1CCN(CC1)C (4-amino-6-methoxy-7-(N-methylpiperidin-4-ylmethoxy)quinazoline). The product is COC=1C=C2C(=NC=NC2=CC1OCC1CCN(CC1)C)NC(=O)NCC1=C(C=CC=C1)C (1-[6-methoxy-7-(N-methylpiperidin-4-ylmethoxy)quinazolin-4-yl]-3-(2-methylbenzyl)urea). RXN SMILES: [CH3:1][C:2]1[CH:11]=[CH:10][CH:9]=[CH:8][C:3]=1[CH2:4][N:5]=[C:6]=[O:7].[NH2:12][C:13]1[C:22]2[C:17](=[CH:18][C:19]([O:25][CH2:26][CH:27]3[CH2:32][CH2:31][N:30]([CH3:33])[CH2:29][CH2:28]3)=[C:20]([O:23][CH3:24])[CH:21]=2)[N:16]=[CH:15][N:14]=1>>[CH3:24][O:23][C:20]1[CH:21]=[C:22]2[C:17](=[CH:18][C:19]=1[O:25][CH2:26][CH:27]1[CH2:32][CH2:31][N:30]([CH3:33])[CH2:29][CH2:28]1)[N:16]=[CH:15][N:14]=[C:13]2[NH:12][C:6]([NH:5][CH2:4][C:3]1[CH:8]=[CH:9][CH:10]=[CH:11][C:2]=1[CH3:1])=[O:7]. Procedure details: Using an analogous procedure to that described in Example 3, 2-methylbenzyl isocyanate was reacted with 4-amino-6-methoxy-7-(N-methylpiperidin-4-ylmethoxy)quinazoline. The resultant solid was purified by column chromatography on silica using increasingly polar mixtures of methylene chloride, methanol and a 1% aqueous ammonium hydroxide solution as eluent. There was thus obtained the title compound; NMR Spectrum: (CDCl3) 1.39-1.56 (m, 2H), 1.84-2.04 (m, 5H), 2.29 (s, 3H), 2.39 (s, 3H), 2.9 (d, 2H... The reactants are COCC(=O)Cl, CS(C)=O, Cl, Cl, Nc1ccc(-c2ccc(NC(=O)C3CN4CCC3CC4)cc2)cc1, c1ccncc1. The product is Cl, COCC(=O)Nc1ccc(-c2ccc(NC(=O)C3CN4CCC3CC4)cc2)cc1. Reaction SMILES: [CH3:27][O:28][CH2:29][C:30](=[O:31])[Cl:32].[CH3:33][S:34]([CH3:35])=[O:36].[ClH:1].[ClH:2].[NH2:3][c:4]1[cH:5][cH:6][c:7](-[c:10]2[cH:11][cH:12][c:13]([NH:16][C:17](=[O:18])[CH:19]3[CH2:20][N:21]4[CH2:22][CH2:23][CH:24]3[CH2:25][CH2:26]4)[cH:14][cH:15]2)[cH:8][cH:9]1.[cH:37]1[cH:38][cH:39][n:40][cH:41][cH:42]1>>[ClH:32].[NH:3]([c:4]1[cH:5][cH:6][c:7](-[c:10]2[cH:11][cH:12][c:13]([NH:16][C:17](=[O:18])[CH:19]3[CH2:20][N:21]4[CH2:22][CH2:23][CH:24]3[CH2:25][CH2:26]4)[cH:14][cH:15]2)[cH:8][cH:9]1)[C:30]([CH2:29][O:28][CH3:27])=[O:31]. The reactants are ClC1=CC=C(CNC(=O)C=2C(C3=C(N(C2)C)C(=C(S3)CCl)C)=O)C=C1 (N-(4-chlorobenzyl)-2-(chloromethyl)-3,4-dimethyl-7-oxo-4,7-dihydrothieno[3,2-b]pyridine-6-carboxamide), O1COC2=C1C=CC(=C2)C(CNC)O (1-(1,3-benzodioxol-5-yl)-2-(methylamino)ethanol), C(C)(C)N(CC)C(C)C (diisopropylethylamine). Run in CN(C)C=O (DMF), O (water). Conditions: temperature 60 celsius, time 7 hour. Product: O1COC2=C1C=CC(=C2)C(CN(C)CC2=C(C=1N(C=C(C(C1S2)=O)C(=O)NCC2=CC=C(C=C2)Cl)C)C)O (2-{[[2-(1,3-benzodioxol-5-yl)-2-hydroxyethyl](methyl)amino]methyl}-N-(4-chlorobenzyl)-3,4-dimethyl-7-oxo-4,7-dihydrothieno[3,2-b]pyridine-6-carboxamide). Isolated yield 72.9%. Reaction SMILES: [Cl:1][C:2]1[CH:25]=[CH:24][C:5]([CH2:6][NH:7][C:8]([C:10]2[C:11](=[O:23])[C:12]3[S:19][C:18]([CH2:20]Cl)=[C:17]([CH3:22])[C:13]=3[N:14]([CH3:16])[CH:15]=2)=[O:9])=[CH:4][CH:3]=1.[O:26]1[C:30]2[CH:31]=[CH:32][C:33]([CH:35]([OH:39])[CH2:36][NH:37][CH3:38])=[CH:34][C:29]=2[O:28][CH2:27]1.C(N(C(C)C)CC)(C)C>CN(C=O)C.O>[O:26]1[C:30]2[CH:31]=[CH:32][C:33]([CH:35]([OH:39])[CH2:36][N:37]([CH2:20][C:18]3[S:19][C:12]4[C:11](=[O:23])[C:10]([C:8]([NH:7][CH2:6][C:5]5[CH:4]=[CH:3][C:2]([Cl:1])=[CH:25][CH:24]=5)=[O:9])=[CH:15][N:14]([CH3:16])[C:13]=4[C:17]=3[CH3:22])[CH3:38])=[CH:34][C:29]=2[O:28][CH2:27]1. Reported procedure: A mixture of N-(4-chlorobenzyl)-2-(chloromethyl)-3,4-dimethyl-7-oxo-4,7-dihydrothieno[3,2-b]pyridine-6-carboxamide (100 mg, 0.25 mmol), 1-(1,3-benzodioxol-5-yl)-2-(methylamino)ethanol (Journal of Organometallic Chemistry, 1998, 339, 267-75) (74 mg, 0.38 mmol) and diisopropylethylamine (67 μL, 0.38 mmol) in dry DMF (5 mL) was heated to 60° C., becoming a solution. The reaction was stirred for 7 hours at that temperature. After cooling to room temperature, the solution was diluted with water (15 m... Reactants: O=C(OCc1ccccc1)ON1C(=O)CCC1=O, CNCC1CCC(CO)CC1, CO. The product is CN(CC1CCC(CO)CC1)C(=O)OCc1ccccc1. Reaction SMILES: [CH2:12]([c:13]1[cH:14][cH:15][cH:16][cH:17][cH:18]1)[O:19][C:20]([O:22][N:21]1[C:23](=[O:24])[CH2:25][CH2:26][C:27]1=[O:28])=[O:29].[CH3:1][NH:2][CH2:3][CH:4]1[CH2:5][CH2:6][CH:7]([CH2:10][OH:11])[CH2:8][CH2:9]1.[CH3:30][OH:31]>>[CH3:1][N:2]([CH2:3][CH:4]1[CH2:5][CH2:6][CH:7]([CH2:10][OH:11])[CH2:8][CH2:9]1)[C:20]([O:19][CH2:12][c:13]1[cH:14][cH:15][cH:16][cH:17][cH:18]1)=[O:22]. Yields the product Cc1ccc2c(c1)nc(N)c1ncc(CCc3ccc(O)cc3C)cc12. Reactants: BrB(Br)Br, ClCCl, COc1ccc(CCc2cnc3c(N)nc4cc(C)ccc4c3c2)c(C)c1. RXN SMILES: [B:28]([Br:29])([Br:30])[Br:31].[CH2:32]([Cl:33])[Cl:34].[CH3:1][O:2][c:3]1[cH:4][c:5]([CH3:27])[c:6]([CH2:7][CH2:8][c:9]2[cH:10][n:11][c:12]3[c:13]([NH2:24])[n:14][c:15]4[c:16]([c:17]3[cH:18]2)[cH:19][cH:20][c:21]([CH3:23])[cH:22]4)[cH:25][cH:26]1>>[OH:2][c:3]1[cH:4][c:5]([CH3:27])[c:6]([CH2:7][CH2:8][c:9]2[cH:10][n:11][c:12]3[c:13]([NH2:24])[n:14][c:15]4[c:16]([c:17]3[cH:18]2)[cH:19][cH:20][c:21]([CH3:23])[cH:22]4)[cH:25][cH:26]1. The reactants are FC(F)(F)c1ccc(Br)nc1, O=C([O-])[O-], CCCCCCC, [K+], [K+], Cc1nc(-c2cnn(C)c2)c2c(N3CCC3)ncnn12. Product: Cc1nc(-c2cnn(C)c2-c2ccc(C(F)(F)F)cn2)c2c(N3CCC3)ncnn12. RXN SMILES: [Br:21][c:22]1[n:23][cH:24][c:25]([C:28]([F:29])([F:30])[F:31])[cH:26][cH:27]1.[C:32](=[O:33])([O-:34])[O-:35].[CH3:38][CH2:39][CH2:40][CH2:41][CH2:42][CH2:43][CH3:44].[K+:36].[K+:37].[N:1]1([c:5]2[n:6][cH:7][n:8][n:9]3[c:10]2[c:11](-[c:15]2[cH:16][n:17][n:18]([CH3:20])[cH:19]2)[n:12][c:13]3[CH3:14])[CH2:2][CH2:3][CH2:4]1>>[N:1]1([c:5]2[n:6][cH:7][n:8][n:9]3[c:10]2[c:11](-[c:15]2[cH:16][n:17][n:18]([CH3:20])[c:19]2-[c:22]2[n:23][cH:24][c:25]([C:28]([F:29])([F:30])[F:31])[cH:26][cH:27]2)[n:12][c:13]3[CH3:14])[CH2:2][CH2:3][CH2:4]1.